Dataset: the Open Reaction Database (ORD), a public repository of structured organic reaction records. Task: describe an organic reaction: reactants, conditions, products, and yield Reactants: C(C=C)OC(=O)C=1NC=CC1 (1H-pyrrole-2-carboxylic acid allyl ester), [H-].[Na+] (sodium hydride), ClN (monochloroamine), C([O-])(O)=O.[Na+] (sodium bicarbonate). Solvent: CN(C=O)C (N,N-dimethylformamide), C(C)OCC (diethyl ether), O (water). Reaction conditions: time 1 hour. Yields the product C(C=C)OC(=O)C=1N(C=CC1)N (1-amino-1H-pyrrole-2-carboxylic acid allyl ester). Isolated yield 109.2%. RXN SMILES: [CH2:1]([O:4][C:5]([C:7]1[NH:8][CH:9]=[CH:10][CH:11]=1)=[O:6])[CH:2]=[CH2:3].[H-].[Na+].Cl[NH2:15].C(=O)(O)[O-].[Na+]>CN(C)C=O.C(OCC)C.O>[CH2:1]([O:4][C:5]([C:7]1[N:8]([NH2:15])[CH:9]=[CH:10][CH:11]=1)=[O:6])[CH:2]=[CH2:3] |f:1.2,4.5|. Procedure: To a solution of 1H-pyrrole-2-carboxylic acid allyl ester (Example 1a, 0.75 g, 4.96 mmol) in N,N-dimethylformamide (20 mL) at 25° C. was added sodium hydride (0.316 g, 7.29 mmol) and stirred for 1 h. A solution of monochloroamine (36 mL, 7.19 mmol) in diethyl ether (0.2 M) was added and stirred for 1 h and then treated with saturated aqueous sodium bicarbonate solution (50 mL) and water (25 mL). The layers were separated and the aqueous layer was extracted with diethyl ether (3×50 mL). The combi... The reactants are N1(CCOCC1)CC1=CC=C(C(=O)Cl)C=C1 (4-morpholin-4-ylmethyl-benzoyl chloride), Cl.Cl.C1(CC1)N1CCNCC1 (1-cyclopropyl-piperazine dihydrochloride), C(=O)([O-])[O-].[Na+].[Na+] (Na2CO3), [OH-].[Na+] (NaOH). The solvent is C1(=CC=CC=C1)C (toluene). Reaction conditions: temperature 0 celsius, time 2 hour. Yields the product C1(CC1)N1CCN(CC1)C(=O)C1=CC=C(C=C1)CN1CCOCC1 ((4-Cyclopropyl-piperazin-1-yl)-(4-morpholin-4-ylmethyl-phenyl)-methanone). As a reaction SMILES: Cl.Cl.[CH:3]1([N:6]2[CH2:11][CH2:10][NH:9][CH2:8][CH2:7]2)[CH2:5][CH2:4]1.[OH-].[Na+].C([O-])([O-])=O.[Na+].[Na+].[N:20]1([CH2:26][C:27]2[CH:35]=[CH:34][C:30]([C:31](Cl)=[O:32])=[CH:29][CH:28]=2)[CH2:25][CH2:24][O:23][CH2:22][CH2:21]1>C1(C)C=CC=CC=1>[CH:3]1([N:6]2[CH2:11][CH2:10][N:9]([C:31]([C:30]3[CH:29]=[CH:28][C:27]([CH2:26][N:20]4[CH2:21][CH2:22][O:23][CH2:24][CH2:25]4)=[CH:35][CH:34]=3)=[O:32])[CH2:8][CH2:7]2)[CH2:5][CH2:4]1 |f:0.1.2,3.4,5.6.7|. Procedure: A 250 mL, two-neck flask fitted with an addition funnel and thermocouple probe was charged with 1-cyclopropyl-piperazine dihydrochloride (7.1 g, 0.036 mol, 1.0 eq) and toluene (70 mL) and then cooled to 0° C. Aqueous NaOH solution (1.0 M, 70 mL, 2.0 eq) was added at such a rate that the reaction temperature did not exceed 10° C. Na2CO3 powder (7.5 g, 0.071 mol, 2.0 eq) was then added to the reaction mixture. The 4-morpholin-4-ylmethyl-benzoyl chloride, prepared as in Step A above (9.8 g, 0.036 m... Reactants: CC(CC)N (1-methylpropylamine), CN(CCCN)C (3-dimethylaminopropylamine), CN(CCCNC1=NC=2N(C3=C1C=NC1=C3C=NN1CC)N=CN2)C (N-[3-(Dimethylamino)propyl]-8-ethyl-8H-pyrazolo-[4',3':5,6]pyrido[3,4-e][1,2,4]triazolo[1,5-a]pyrimidin-5-amine). Product: C(C)N1N=CC2=C1N=CC=1C(=NC=3N(C12)N=CN3)NC(CC)C (8-ethyl-N-(1-methylpropyl)-8H-pyrazolo[4',3':5,6]pyrido[3,4-e]-[1,2,4]triazolo[1,5-a]pyrimidin-5-amine). Isolated yield 78.0%. RXN SMILES: [CH3:1]C(N)CC.CN(C)CCCN.CN(C)[CH2:15][CH2:16][CH2:17][NH:18][C:19]1[C:24]2[CH:25]=[N:26][C:27]3[N:31]([CH2:32][CH3:33])[N:30]=[CH:29][C:28]=3[C:23]=2[N:22]2[N:34]=[CH:35][N:36]=[C:21]2[N:20]=1>>[CH2:32]([N:31]1[C:27]2[N:26]=[CH:25][C:24]3[C:19]([NH:18][CH:17]([CH3:1])[CH2:16][CH3:15])=[N:20][C:21]4[N:22]([N:34]=[CH:35][N:36]=4)[C:23]=3[C:28]=2[CH:29]=[N:30]1)[CH3:33]. Procedure: By substituting 1-methylpropylamine for the 3-dimethylaminopropylamine in the procedure of Example 1 (c), 8-ethyl-N-(1-methylpropyl)-8H-pyrazolo[4',3':5,6]pyrido[3,4-e]-[1,2,4]triazolo[1,5-a]pyrimidin-5-amine is obtained, yield 78%; m.p. 228°-230° (methanol). Starting materials: [Cl-].[Al+3].[Cl-].[Cl-] (aluminium chloride), BrBr (bromine), C(C(C)(C)C)(=O)OC=1C=C(C=CC1OC(C(C)(C)C)=O)C(C)=O (3',4'-bis(pivaloyloxy)acetophenone), C(C)(=O)OC(C)(C)C (t-butyl acetate). Run in C(Cl)(Cl)Cl (chloroform), C(Cl)(Cl)Cl (chloroform). Run at time 1 hour. Yields the product BrCC(=O)C1=CC(=C(C=C1)OC(C(C)(C)C)=O)OC(C(C)(C)C)=O (2-bromo-3',4'-bis(pivaloyloxy)acetophenone). RXN SMILES: [Br:1]Br.[C:3]([O:9][C:10]1[CH:11]=[C:12]([C:23](=[O:25])[CH3:24])[CH:13]=[CH:14][C:15]=1[O:16][C:17](=[O:22])[C:18]([CH3:21])([CH3:20])[CH3:19])(=[O:8])[C:4]([CH3:7])([CH3:6])[CH3:5].C(OC(C)(C)C)(=O)C.[Cl-].[Al+3].[Cl-].[Cl-]>C(Cl)(Cl)Cl>[Br:1][CH2:24][C:23]([C:12]1[CH:13]=[CH:14][C:15]([O:16][C:17](=[O:22])[C:18]([CH3:21])([CH3:20])[CH3:19])=[C:10]([O:9][C:3](=[O:8])[C:4]([CH3:7])([CH3:6])[CH3:5])[CH:11]=1)=[O:25] |f:3.4.5.6|. Procedure details: A solution of bromine (3.15 ml., 0.061 mole) in chloroform (50 ml.) was added dropwise at room temperature to a stirred solution of 3',4'-bis(pivaloyloxy)acetophenone (19.5 g., 0.061 mole) and t-butyl acetate (8.2 ml., 0.06 mole) in chloroform (150 ml.) containing a catalytic amount of anhydrous aluminium chloride (0.2 g.). The reaction mixture was stirred at room temperature for 1 hour after the addition was complete, chromatographic silica gel (75 g.) was then added and the mixture evaporated ... The reactants are COC(C(C1=CC=C(C=C1)O)=O)=O (4-hydroxy-alpha-oxobenzeneacetic acid methyl ester), S(C)(=O)(=O)[O-] (mesylate), FC=1C=C(OCCO)C=CC1 (2-(3-fluorophenoxy)ethanol), [H-].[Na+] (sodium hydride). Run in CN(C=O)C (dimethylforrnamide). Reaction conditions: temperature 60 celsius, time 15 minute. Product: COC(C(C1=CC=C(C=C1)OCCOC1=CC(=CC=C1)F)=O)=O (4-[[2-(3-fluorophenoxy)ethyl]oxy]-alpha-oxobenzeneacetic acid methyl ester). Yield: 65.7%. RXN SMILES: [CH3:1][O:2][C:3](=[O:13])[C:4](=[O:12])[C:5]1[CH:10]=[CH:9][C:8]([OH:11])=[CH:7][CH:6]=1.[H-].[Na+].S([O-])(=O)(=O)C.[F:21][C:22]1[CH:23]=[C:24]([CH:29]=[CH:30][CH:31]=1)[O:25][CH2:26][CH2:27]O>CN(C)C=O>[CH3:1][O:2][C:3](=[O:13])[C:4](=[O:12])[C:5]1[CH:10]=[CH:9][C:8]([O:11][CH2:27][CH2:26][O:25][C:24]2[CH:29]=[CH:30][CH:31]=[C:22]([F:21])[CH:23]=2)=[CH:7][CH:6]=1 |f:1.2|. Procedure details: A stirred mixture of 4-hydroxy-alpha-oxobenzeneacetic acid methyl ester (0.724 g) in dimethylforrnamide (10 mL) under argon was treated with 55% sodium hydride (0.175 g), stirred for 15 minutes and treated with the mesylate of 2-(3-fluorophenoxy)ethanol (1.17 g). The mixture was heated at 60° C. overnight and worked up as in Example 20. The dichloromethane extract was evaporated and the residue was purified by HPLC (dichloromethane-hexane; 4: 1) and the resulting solids were crystallized from di... Reactants: C1CCOC1, CCC(O)CC, Cc1cc(C)c(C(C)(C#N)c2nc(C)nc(Cl)c2C)c(C)c1, [H-], [Na+]. Yields the product CCC(CC)Oc1nc(C)nc(C(C)(C#N)c2c(C)cc(C)cc2C)c1C. RXN SMILES: [CH2:31]1[O:32][CH2:33][CH2:34][CH2:35]1.[CH3:1][CH2:2][CH:3]([CH2:4][CH3:5])[OH:6].[Cl:9][c:10]1[c:11]([CH3:30])[c:12]([C:17]([C:18]#[N:19])([CH3:20])[c:21]2[c:22]([CH3:29])[cH:23][c:24]([CH3:28])[cH:25][c:26]2[CH3:27])[n:13][c:14]([CH3:16])[n:15]1.[H-:7].[Na+:8]>>[CH3:1][CH2:2][CH:3]([CH2:4][CH3:5])[O:6][c:10]1[c:11]([CH3:30])[c:12]([C:17]([C:18]#[N:19])([CH3:20])[c:21]2[c:22]([CH3:29])[cH:23][c:24]([CH3:28])[cH:25][c:26]2[CH3:27])[n:13][c:14]([CH3:16])[n:15]1.